Dataset: the Open Reaction Database (ORD), a public repository of structured organic reaction records. Task: describe an organic reaction: reactants, conditions, products, and yield Starting materials: C(CC)(=O)Cl (propionyl chloride), NC=1C=CC(=C(C1)S(=O)(=O)NC(=O)NC1=NC(=CC(=N1)OC)OC)C(=O)N(C)C (5-amino-N-[(4,6-dimethoxypyrimidin-2-yl)aminocarbonyl]-2-dimethylaminocarbonylbenzenesulfonamide). Run in CC(=O)N(C)C (dimethylacetamide). Yields the product COC1=NC(=NC(=C1)OC)NC(=O)NS(=O)(=O)C1=C(C=CC(=C1)NC(CC)=O)C(=O)N(C)C (N-[(4,6-Dimethoxypyrimidin-2-yl)aminocarbonyl]-2-dimethylaminocarbonyl-5-propionylaminobenzenesulfonamide). Reaction SMILES: [C:1](Cl)(=[O:4])[CH2:2][CH3:3].[NH2:6][C:7]1[CH:8]=[CH:9][C:10]([C:30]([N:32]([CH3:34])[CH3:33])=[O:31])=[C:11]([S:13]([NH:16][C:17]([NH:19][C:20]2[N:25]=[C:24]([O:26][CH3:27])[CH:23]=[C:22]([O:28][CH3:29])[N:21]=2)=[O:18])(=[O:15])=[O:14])[CH:12]=1>CC(N(C)C)=O>[CH3:27][O:26][C:24]1[CH:23]=[C:22]([O:28][CH3:29])[N:21]=[C:20]([NH:19][C:17]([NH:16][S:13]([C:11]2[CH:12]=[C:7]([NH:6][C:1](=[O:4])[CH2:2][CH3:3])[CH:8]=[CH:9][C:10]=2[C:30]([N:32]([CH3:34])[CH3:33])=[O:31])(=[O:15])=[O:14])=[O:18])[N:25]=1. Reported procedure: 0.13 ml of propionyl chloride is added slowly dropwise to a solution of 0.64 g of 5-amino-N-[(4,6-dimethoxypyrimidin-2-yl)aminocarbonyl]-2-dimethylaminocarbonylbenzenesulfonamide in 10 ml of dimethylacetamide. After the end of reaction, the reaction mixture is concentrated under reduced pressure and the residue is washed with water and ethyl acetate, to give 0.45 g of the desired product in high purity (>92%, HPLC).